From a dataset of the Open Reaction Database (ORD), a public repository of structured organic reaction records. describe an organic reaction: reactants, conditions, products, and yield Starting materials: NCCNCCNCCN (triethylene tetraamine), [OH-].[K+] (KOH), C1(OCCO1)=O (ethylene carbonate). Run in C1(=CC=CC=C1)C (toluene). Yields the product C1(OCCO1)=O.NCCNCCNCCN (ethylene carbonate triethylene tetraamine). RXN SMILES: [NH2:1][CH2:2][CH2:3][NH:4][CH2:5][CH2:6][NH:7][CH2:8][CH2:9][NH2:10].[OH-].[K+].[C:13]1(=[O:18])[O:17][CH2:16][CH2:15][O:14]1>C1(C)C=CC=CC=1>[C:13]1(=[O:18])[O:17][CH2:16][CH2:15][O:14]1.[NH2:1][CH2:2][CH2:3][NH:4][CH2:5][CH2:6][NH:7][CH2:8][CH2:9][NH2:10] |f:1.2,5.6|. Reported procedure: Add 2 g of triethylene tetraamine (with an AV of approximately 1180 mg KOH/g) to 20 ml of toluene in a 250 ml flask fitted with a stirrer, condensor and nitrogen inlet. Add 0.6 g ethylene carbonate to the mixture. Reflux the system for 2.5 hours under N2. Strip the system to yield an ethylene carbonate-triethylene tetraamine adduct having an AV of approximately 670 mg KOH/g. Reaction SMILES: [NH2:1][C:2]1[N:6]([C@H:7]2[O:13][C@@H:12]([CH2:14][OH:15])[C@H:10]([OH:11])[C@@H:8]2[OH:9])[N:5]=[CH:4][C:3]=1[C:16]#[N:17].OO.C([OH:22])C>[OH-].[NH4+]>[NH2:1][C:2]1[N:6]([C@H:7]2[O:13][C@@H:12]([CH2:14][OH:15])[C@H:10]([OH:11])[C@@H:8]2[OH:9])[N:5]=[CH:4][C:3]=1[C:16]([NH2:17])=[O:22] |f:3.4|. Conditions: time 18 hour. Reactants: NC1=C(C=NN1[C@@H]1[C@@H](O)[C@@H](O)[C@@H](O1)CO)C#N (5-Amino-1-(β-L-ribofuranosyl)pyrazole-4-carbonitrile), OO (hydrogen peroxide), C(C)O (ethanol). Yields the product NC1=C(C=NN1[C@@H]1[C@@H](O)[C@@H](O)[C@@H](O1)CO)C(=O)N (5-Amino-1-(β-L-ribofuranosyl)pyrazole-4-carboxamide). Solvent: [OH-].[NH4+] (ammonium hydroxide). Procedure: To a solution of (25) (4.60 g) in ammonium hydroxide (35 mL) was added 30% hydrogen peroxide (2 mL). The mixture was stirred in a pressure bottle at room temperature for 18 h, the pressure bottle was cooled, opened carefully and the volatile products were evaporated to dryness. The residue thus obtained was co-evaporated with ethanol (3×20 mL). The crude product on crystallization with ethanol/water gave pure compound 3.5 g (71%): 1H NMR (DMSO-d6) δ 3.57 (m, 2H, C5'CH2), 3.86 (q, 1H, C4'H), 4.11... Isolated yield 71.0%. Reactants: C=O, CN(N)C(=O)Nc1nnc(C2CCC2)s1, CO, [K+], [OH-]. Yields the product CN1NCN(c2nnc(C3CCC3)s2)C1=O. RXN SMILES: [CH2:16]=[O:17].[CH3:1][N:2]([NH2:3])[C:4](=[O:5])[NH:6][c:7]1[s:8][c:9]([CH:12]2[CH2:13][CH2:14][CH2:15]2)[n:10][n:11]1.[CH3:20][OH:21].[K+:19].[OH-:18]>>[CH3:1][N:2]1[NH:3][CH2:16][N:6]([c:7]2[s:8][c:9]([CH:12]3[CH2:13][CH2:14][CH2:15]3)[n:10][n:11]2)[C:4]1=[O:5]. Starting materials: CC(=O)O[BH-](OC(C)=O)OC(C)=O, CN1CCNCC1, CC(=O)O, CC(Cl)Cl, Nc1ccc(-c2nn(C3CCC(=O)CC3)c3ncnc(N)c23)cc1F, [Na+]. Product: CN1CCN(C2CCC(n3nc(-c4ccc(N)c(F)c4)c4c(N)ncnc43)CC2)CC1. RXN SMILES: [C:37]([O:38][BH-:39]([O:40][C:41](=[O:42])[CH3:43])[O:44][C:45](=[O:46])[CH3:47])(=[O:48])[CH3:49].[CH3:1][N:2]1[CH2:3][CH2:4][NH:5][CH2:6][CH2:7]1.[CH3:8][C:9](=[O:10])[OH:11].[Cl:51][CH:52]([Cl:53])[CH3:54].[NH2:12][c:13]1[c:14]2[c:15]([n:16][cH:17][n:18]1)[n:19]([CH:30]1[CH2:31][CH2:32][C:33](=[O:36])[CH2:34][CH2:35]1)[n:20][c:21]2-[c:22]1[cH:23][c:24]([F:29])[c:25]([NH2:28])[cH:26][cH:27]1.[Na+:50]>>[CH3:1][N:2]1[CH2:3][CH2:4][N:5]([CH:33]2[CH2:32][CH2:31][CH:30]([n:19]3[c:15]4[c:14]([c:13]([NH2:12])[n:18][cH:17][n:16]4)[c:21](-[c:22]4[cH:23][c:24]([F:29])[c:25]([NH2:28])[cH:26][cH:27]4)[n:20]3)[CH2:35][CH2:34]2)[CH2:6][CH2:7]1.